This data is from the Open Reaction Database (ORD), a public repository of structured organic reaction records. The task is: describe an organic reaction: reactants, conditions, products, and yield Reactants: Cl.C(CC)(=N)N (propionamidine hydrochloride), ClC(C#N)=C (2-chloro-acrylonitrile). The product is C(C)C1=NC=CC(=N1)N (2-Ethyl-pyrimidin-4-ylamine), solid. As a reaction SMILES: Cl.[C:2]([NH2:6])(=[NH:5])[CH2:3][CH3:4].Cl[C:8](=[CH2:11])[C:9]#[N:10]>>[CH2:3]([C:2]1[N:6]=[C:9]([NH2:10])[CH:8]=[CH:11][N:5]=1)[CH3:4] |f:0.1|. Reported procedure: This intermediate was made according to example 2, step A] via the alternative preparation method from propionamidine hydrochloride (1.45 g, obtained from propionitrile in analogy to Synth. Commun. 12 (13), 1982, 989-993 and Tetrahedron Lett. 31 (14), 1990, 1969-1972) and 2-chloro-acrylonitrile (1.17 mL). 2-Ethyl-pyrimidin-4-ylamine was obtained as a light brown solid (0.89 g): 1H NMR (δ, DMSO-d6): 7.96 (d, 1H), 6.68 (br s, 2H), 6.21 (s, 1H), 2.55 (q, 2H, 1.18 (t, 3H).